From a dataset of the Open Reaction Database (ORD), a public repository of structured organic reaction records. describe an organic reaction: reactants, conditions, products, and yield The reactants are 4-hydroxy-1-methyl-6-(5,6,7,8-tetrahydro-5,5,8,8-tetramethyl-2-naphthyl)-2-methyl naphthoate, COC1=CC(=CC2=CC=C(C=C12)C1=CC=2C(CCC(C2C=C1)(C)C)(C)C)C(=O)O (4-methoxy-6-(5,6,7,8-tetrahydro-5,5,8,8-tetramethyl-2-naphthyl)-2-naphtoic acid), OC1=CC(=C(C2=CC=C(C=C12)C1=CC=2C(CCC(C2C=C1)(C)C)(C)C)C)C(=O)O (4-hydroxy-1-methyl-6-(5,6,7,8-tetrahydro-5,5,8,8-tetramethyl-2-naphthyl)-2-naphthoic acid), CC1=C(C=CC2=CC(=CC=C12)C1=CC=2C(CCC(C2C=C1)(C)C)(C)C)C(=O)O (1-methyl-6-(5,6,7,8-tetrahydro-5,5,8,8-tetramethyl-2-naphthyl)-2-naphthoic acid), 4-acetoxy-1-methyl-6-(5,6,7,8-tetrahydro-5,5,8,8-tetramethyl-2-naphthyl)-2-methyl naphthoate, 4-acetoxy-1-methyl-6-(5,6,7,8-tetrahydro-5,5,8,8-tetramethyl-2-naphthyl)-2-methyl naphthoate, CC1(C=2C=CC(=CC2C(C=C1)(C)C)C1=C(C=CC=2CCCCC12)C(=O)O)C (5,6,7,8-tetrahydro-5,5,8,8-tetramethyl-2-naphthyl-2-naphthoic acid). Product: OC1=CC(=CC2=CC=C(C=C12)C1=CC=2C(CCC(C2C=C1)(C)C)(C)C)C(=O)O (4-hydroxy-6-(5,6,7,8-tetrahydro-5,5,8,8-tetramethyl-2-naphthyl)-2-naphthoic acid). RXN SMILES: C[O:2][C:3]1[C:12]2[C:7](=[CH:8][CH:9]=[C:10]([C:13]3[CH:22]=[CH:21][C:20]4[C:19]([CH3:24])([CH3:23])[CH2:18][CH2:17][C:16]([CH3:26])([CH3:25])[C:15]=4[CH:14]=3)[CH:11]=2)[CH:6]=[C:5]([C:27]([OH:29])=[O:28])[CH:4]=1.OC1C2C(=CC=C(C3C=CC4C(C)(C)CCC(C)(C)C=4C=3)C=2)C(C)=C(C(O)=O)C=1.CC1(C)C=CC(C)(C)C2C=C(C3C4CCCCC=4C=CC=3C(O)=O)C=CC1=2.CC1C2C(=CC(C3C=CC4C(C)(C)CCC(C)(C)C=4C=3)=CC=2)C=CC=1C(O)=O>>[OH:2][C:3]1[C:12]2[C:7](=[CH:8][CH:9]=[C:10]([C:13]3[CH:22]=[CH:21][C:20]4[C:19]([CH3:23])([CH3:24])[CH2:18][CH2:17][C:16]([CH3:25])([CH3:26])[C:15]=4[CH:14]=3)[CH:11]=2)[CH:6]=[C:5]([C:27]([OH:29])=[O:28])[CH:4]=1. Reported procedure: 4-methoxy-6-(5,6,7,8-tetrahydro-5,5,8,8-tetramethyl-2-naphthyl)-2-naphtoic acid; 4-acetoxy-1-methyl-6-(5,6,7,8-tetrahydro-5,5,8,8-tetramethyl-2-naphthyl)-2-methyl naphthoate; 4-acetoxy-1-methyl-6-(5,6,7,8-tetrahydro-5,5,8,8-tetramethyl-2-naphthyl)-2-methyl naphthoate; 4-hydroxy-1-methyl-6-(5,6,7,8-tetrahydro-5,5,8,8-tetramethyl-2-naphthyl)-2-naphthoic acid; 4-hydroxy-1-methyl-6-(5,6,7,8-tetrahydro-5,5,8,8-tetramethyl-2-naphthyl)-2-methyl naphthoate; 4-mercapto-1-methyl-6-(5,6,7,8-tetrahydro-5,5,...